From a dataset of the Open Reaction Database (ORD), a public repository of structured organic reaction records. describe an organic reaction: reactants, conditions, products, and yield Reactants: CC(C)(C)[Si](C)(C)Cl, C1CCOC1, Cc1ccccc1, [Li]CCCC, C#CC1CC1. Product: CC(C)(C)[Si](C)(C)C#CC1CC1. Reaction SMILES: [C:11]([CH3:12])([CH3:13])([CH3:14])[Si:15]([CH3:16])([CH3:17])[Cl:18].[CH2:26]1[O:27][CH2:28][CH2:29][CH2:30]1.[CH3:19][c:20]1[cH:21][cH:22][cH:23][cH:24][cH:25]1.[CH3:6][CH2:7][CH2:8][CH2:9][Li:10].[CH:1]1([C:4]#[CH:5])[CH2:2][CH2:3]1>>[CH:1]1([C:4]#[C:5][Si:15]([C:11]([CH3:12])([CH3:13])[CH3:14])([CH3:16])[CH3:17])[CH2:2][CH2:3]1. Reactants: CNC(=O)C(NC(=O)c1nc(Br)n2c1CN(C)CCC2)C(C)(C)C, O=C([O-])[O-], COc1ccccc1B(O)O, [K+], [K+], C1COCCO1, O, [Pd], c1ccc(P(c2ccccc2)c2ccccc2)cc1, c1ccc(P(c2ccccc2)c2ccccc2)cc1, c1ccc(P(c2ccccc2)c2ccccc2)cc1, c1ccc(P(c2ccccc2)c2ccccc2)cc1. Yields the product CNC(=O)C(NC(=O)c1nc(-c2ccccc2OC)n2c1CN(C)CCC2)C(C)(C)C. As a reaction SMILES: [Br:1][c:2]1[n:3][c:4]([C:13](=[O:14])[NH:15][CH:16]([C:17](=[O:18])[NH:19][CH3:20])[C:21]([CH3:22])([CH3:23])[CH3:24])[c:5]2[n:6]1[CH2:7][CH2:8][CH2:9][N:10]([CH3:12])[CH2:11]2.[C:36](=[O:37])([O-:38])[O-:39].[CH3:25][O:26][c:27]1[c:28]([B:33]([OH:34])[OH:35])[cH:29][cH:30][cH:31][cH:32]1.[K+:40].[K+:41].[O:43]1[CH2:44][CH2:45][O:46][CH2:47][CH2:48]1.[OH2:42].[Pd:125].[c:106]1([P:107]([c:108]2[cH:109][cH:110][cH:111][cH:112][cH:113]2)[c:114]2[cH:115][cH:116][cH:117][cH:118][cH:119]2)[cH:120][cH:121][cH:122][cH:123][cH:124]1.[c:49]1([P:50]([c:51]2[cH:52][cH:53][cH:54][cH:55][cH:56]2)[c:57]2[cH:58][cH:59][cH:60][cH:61][cH:62]2)[cH:63][cH:64][cH:65][cH:66][cH:67]1.[c:68]1([P:69]([c:70]2[cH:71][cH:72][cH:73][cH:74][cH:75]2)[c:76]2[cH:77][cH:78][cH:79][cH:80][cH:81]2)[cH:82][cH:83][cH:84][cH:85][cH:86]1.[c:87]1([P:88]([c:89]2[cH:90][cH:91][cH:92][cH:93][cH:94]2)[c:95]2[cH:96][cH:97][cH:98][cH:99][cH:100]2)[cH:101][cH:102][cH:103][cH:104][cH:105]1>>[c:2]1(-[c:28]2[c:27]([O:26][CH3:25])[cH:32][cH:31][cH:30][cH:29]2)[n:3][c:4]([C:13](=[O:14])[NH:15][CH:16]([C:17](=[O:18])[NH:19][CH3:20])[C:21]([CH3:22])([CH3:23])[CH3:24])[c:5]2[n:6]1[CH2:7][CH2:8][CH2:9][N:10]([CH3:12])[CH2:11]2. Starting materials: CCOC(=O)Cc1cccc(B2OC(C)(C)C(C)(C)O2)c1, Cl[Pd]Cl, Cc1noc(-c2ccc(Br)cc2)c1NC(=O)OC(C)c1ccccc1, c1ccc(P(c2ccccc2)c2ccccc2)cc1, c1ccc(P(c2ccccc2)c2ccccc2)cc1. Yields the product CCOC(=O)Cc1cccc(-c2ccc(-c3onc(C)c3NC(=O)OC(C)c3ccccc3)cc2)c1. RXN SMILES: [CH2:26]([CH3:27])[O:28][C:29]([CH2:30][c:31]1[cH:32][c:33]([B:37]2[O:38][C:39]([CH3:40])([CH3:41])[C:42]([CH3:43])([CH3:44])[O:45]2)[cH:34][cH:35][cH:36]1)=[O:46].[Pd:47]([Cl:48])[Cl:49].[c:1]1([CH:7]([CH3:8])[O:9][C:10]([NH:11][c:12]2[c:13]([CH3:24])[n:14][o:15][c:16]2-[c:17]2[cH:18][cH:19][c:20]([Br:23])[cH:21][cH:22]2)=[O:25])[cH:2][cH:3][cH:4][cH:5][cH:6]1.[c:50]1([P:51]([c:52]2[cH:53][cH:54][cH:55][cH:56][cH:57]2)[c:58]2[cH:59][cH:60][cH:61][cH:62][cH:63]2)[cH:64][cH:65][cH:66][cH:67][cH:68]1.[c:69]1([P:70]([c:71]2[cH:72][cH:73][cH:74][cH:75][cH:76]2)[c:77]2[cH:78][cH:79][cH:80][cH:81][cH:82]2)[cH:83][cH:84][cH:85][cH:86][cH:87]1>>[c:1]1([CH:7]([CH3:8])[O:9][C:10]([NH:11][c:12]2[c:13]([CH3:24])[n:14][o:15][c:16]2-[c:17]2[cH:18][cH:19][c:20](-[c:33]3[cH:32][c:31]([CH2:30][C:29]([O:28][CH2:26][CH3:27])=[O:46])[cH:36][cH:35][cH:34]3)[cH:21][cH:22]2)=[O:25])[cH:2][cH:3][cH:4][cH:5][cH:6]1. The reactants are COC(=O)c1nc2ccc(C)cn2c(=O)c1OCc1ccccc1, CO, NN. The product is Cc1ccc2nc(C(=O)NN)c(OCc3ccccc3)c(=O)n2c1. RXN SMILES: [CH3:1][O:2][C:3](=[O:4])[c:5]1[n:6][c:7]2[n:8]([c:9](=[O:19])[c:10]1[O:11][CH2:12][c:13]1[cH:14][cH:15][cH:16][cH:17][cH:18]1)[cH:20][c:21]([CH3:24])[cH:22][cH:23]2.[CH3:27][OH:28].[NH2:25][NH2:26]>>[C:3](=[O:4])([c:5]1[n:6][c:7]2[n:8]([c:9](=[O:19])[c:10]1[O:11][CH2:12][c:13]1[cH:14][cH:15][cH:16][cH:17][cH:18]1)[cH:20][c:21]([CH3:24])[cH:22][cH:23]2)[NH:25][NH2:26]. Starting materials: C(C)(C)(C)OC(=O)N(CCC1=CC=C(OC2=CC=C(OCC(=O)OC(C)(C)C)C=C2)C=C1)C[C@H](O)C1=CC(=CC=C1)Cl (tert-butyl [4-[4-[2-[(tert-butoxycarbonyl)[(2R)-2-(3-chlorophenyl)-2-hydroxyethyl]-amino]ethyl]phenoxy]phenoxy]acetate), Cl (hydrochloride). The solvent is O1CCOCC1 (1,4-dioxane). Yields the product Cl.ClC=1C=C(C=CC1)[C@H](CNCCC1=CC=C(OC2=CC=C(OCC(=O)O)C=C2)C=C1)O ([4-[4-[2-[[(2R)-2-(3-chlorophenyl)-2-hydroxyethyl]amino]ethyl]phenoxy]phenoxy]-acetic acid hydrochloride). The yield is 180.4%. Reaction SMILES: C(OC([N:8]([CH2:33][C@@H:34]([C:36]1[CH:41]=[CH:40][CH:39]=[C:38]([Cl:42])[CH:37]=1)[OH:35])[CH2:9][CH2:10][C:11]1[CH:32]=[CH:31][C:14]([O:15][C:16]2[CH:30]=[CH:29][C:19]([O:20][CH2:21][C:22]([O:24]C(C)(C)C)=[O:23])=[CH:18][CH:17]=2)=[CH:13][CH:12]=1)=O)(C)(C)C.Cl>O1CCOCC1>[ClH:42].[Cl:42][C:38]1[CH:37]=[C:36]([C@@H:34]([OH:35])[CH2:33][NH:8][CH2:9][CH2:10][C:11]2[CH:12]=[CH:13][C:14]([O:15][C:16]3[CH:17]=[CH:18][C:19]([O:20][CH2:21][C:22]([OH:24])=[O:23])=[CH:29][CH:30]=3)=[CH:31][CH:32]=2)[CH:41]=[CH:40][CH:39]=1 |f:3.4|. Procedure details: A solution of tert-butyl [4-[4-[2-[(tert-butoxycarbonyl)[(2R)-2-(3-chlorophenyl)-2-hydroxyethyl]-amino]ethyl]phenoxy]phenoxy]acetate (305 mg) and 4N hydrochloride in 1,4-dioxane (5.0 ml) was stirred at room temperature for 24 hours. The resulting solid was collected by filtration and dried to give [4-[4-[2-[[(2R)-2-(3-chlorophenyl)-2-hydroxyethyl]amino]ethyl]phenoxy]phenoxy]-acetic acid hydrochloride (220 mg) as a white solid. Reported procedure: A vial was charged with 3-bromo-N-(2,4-dimethoxybenzyl)-N-(1,2,4-thiadiazol-5-yl)-1H-indole-6-sulfonamide (324 mg, 0.636 mmol), (2-(1-methyl-1H-pyrazol-5-yl)-4-(trifluoromethyl)phenyl)boronic acid (Intermediate G) (223 mg, 0.827 mmol), potassium phosphate (405 mg, 1.908 mmol), and Pd(AmPhos)2Cl2 (22.52 mg, 0.032 mmol), 1,4-dioxane (2.4 mL), and water (0.8 mL). The vial was flushed with Ar, sealed, and heated in a microwave reactor to 90° C. for 40 min. The reaction mixture was diluted with water... Conditions: temperature 90 celsius. The reactants are BrC1=CNC2=CC(=CC=C12)S(=O)(=O)N(C1=NC=NS1)CC1=C(C=C(C=C1)OC)OC (3-bromo-N-(2,4-dimethoxybenzyl)-N-(1,2,4-thiadiazol-5-yl)-1H-indole-6-sulfonamide), CN1N=CC=C1C1=C(C=CC(=C1)C(F)(F)F)B(O)O ((2-(1-methyl-1H-pyrazol-5-yl)-4-(trifluoromethyl)phenyl)boronic acid), CN1N=CC=C1C1=C(C=CC(=C1)C(F)(F)F)B(O)O ((2-(1-methyl-1H-pyrazol-5-yl)-4-(trifluoromethyl)phenyl)boronic acid), P(=O)([O-])([O-])[O-].[K+].[K+].[K+] (potassium phosphate), Pd(AmPhos)2Cl2, O1CCOCC1 (1,4-dioxane). The product is COC1=C(CN(S(=O)(=O)C2=CC=C3C(=CNC3=C2)C2=C(C=C(C=C2)C(F)(F)F)C2=CC=NN2C)C2=NC=NS2)C=CC(=C1)OC (N-(2,4-dimethoxybenzyl)-3-(2-(1-methyl-1H-pyrazol-5-yl)-4-(trifluoromethyl)phenyl)-N-(1,2,4-thiadiazol-5-yl)-1H-indole-6-sulfonamide). Solvent: O (water). As a reaction SMILES: Br[C:2]1[C:10]2[C:5](=[CH:6][C:7]([S:11]([N:14]([CH2:20][C:21]3[CH:26]=[CH:25][C:24]([O:27][CH3:28])=[CH:23][C:22]=3[O:29][CH3:30])[C:15]3[S:19][N:18]=[CH:17][N:16]=3)(=[O:13])=[O:12])=[CH:8][CH:9]=2)[NH:4][CH:3]=1.[CH3:31][N:32]1[C:36]([C:37]2[CH:42]=[C:41]([C:43]([F:46])([F:45])[F:44])[CH:40]=[CH:39][C:38]=2B(O)O)=[CH:35][CH:34]=[N:33]1.P([O-])([O-])([O-])=O.[K+].[K+].[K+].O1CCOCC1>O>[CH3:30][O:29][C:22]1[CH:23]=[C:24]([O:27][CH3:28])[CH:25]=[CH:26][C:21]=1[CH2:20][N:14]([C:15]1[S:19][N:18]=[CH:17][N:16]=1)[S:11]([C:7]1[CH:6]=[C:5]2[C:10]([C:2]([C:38]3[CH:39]=[CH:40][C:41]([C:43]([F:46])([F:44])[F:45])=[CH:42][C:37]=3[C:36]3[N:32]([CH3:31])[N:33]=[CH:34][CH:35]=3)=[CH:3][NH:4]2)=[CH:9][CH:8]=1)(=[O:12])=[O:13] |f:2.3.4.5|. The yield is 80.5%. The reactants are ClCl (chlorine), CC1C(OC2=C1C=CC(=C2)N2CCOCC2)=O (3-methyl-6-morpholinobenzofuran-2(3H)-one). The solvent is C(Cl)(Cl)Cl (chloroform), C(Cl)Cl (methylene chloride), C(Cl)(Cl)Cl (chloroform). Yields the product ClC=1C(=CC2=C(C(C(O2)=O)C)C1)N1CCOCC1 (5-chloro-3-methyl-6-morpholinobenzofuran-2(3H)-one). Reaction SMILES: [Cl:1]Cl.[CH3:3][CH:4]1[C:8]2[CH:9]=[CH:10][C:11]([N:13]3[CH2:18][CH2:17][O:16][CH2:15][CH2:14]3)=[CH:12][C:7]=2[O:6][C:5]1=[O:19]>C(Cl)(Cl)Cl.C(Cl)Cl>[Cl:1][C:10]1[C:11]([N:13]2[CH2:18][CH2:17][O:16][CH2:15][CH2:14]2)=[CH:12][C:7]2[O:6][C:5](=[O:19])[CH:4]([CH3:3])[C:8]=2[CH:9]=1. Procedure: A cold solution of chlorine in chloroform is added dropwise at from 0° to 5° C., while stirring, to a mixture of 14.7 g (0.063 mole) of 3-methyl-6-morpholinobenzofuran-2(3H)-one in 100 ml of chloroform until no more educt is visible in the thin layer chromatograph. The reaction mixture is diluted with methylene chloride and washed in succession with 10% strength sodium thiosulphate solution, dilute sodium bicarbonate solution and water. The crude product remaining after drying and concentrating ... Starting materials: NC=1C=C2C[C@@]3(C(NC4=NC=CC=C43)=O)CC2=CC1 ((S)-5-Amino-1,3-dihydrospiro[indene-2,3′-pyrrolo[2,3-b]pyridin]-2′(1′H)-one), NC=1C=C2C[C@@]3(C(NC4=NC=CC=C43)=O)CC2=CC1 ((S)-5-Amino-1,3-dihydrospiro[indene-2,3′-pyrrolo[2,3-b]pyridin]-2′(1′H)-one), C1(=C(C(=O)C(=C(C1=O)Cl)Cl)Cl)Cl (p-chloranil), Cl (hydrochloric acid), [OH-].[Na+] (NaOH), C(\C=C\C)=O (Crotonaldehyde). Solvent: 1-BuOH, 1-BuOH. The product is [NH4+].[OH-] (NH4OH), CC1=NC2=CC3=C(C=C2C=C1)C[C@]1(C(NC2=NC=CC=C21)=O)C3 ((S)-2-Methyl-6,8-dihydrospiro[cyclopenta[g]quinoline-7,3′-pyrrolo[2,3-b]pyridin]-2′(1′H)-one). Reaction SMILES: [NH2:1][C:2]1[CH:3]=[C:4]2[C:17](=[CH:18][CH:19]=1)[CH2:16][C@@:6]1([C:14]3[C:9](=[N:10][CH:11]=[CH:12][CH:13]=3)[NH:8][C:7]1=[O:15])[CH2:5]2.[C:20]1(Cl)[C:26](=O)C(Cl)=C(Cl)[C:22](=O)[C:21]=1Cl.Cl.C(=O)/C=C/C.[OH-].[Na+]>>[NH4+:1].[OH-:15].[CH3:22][C:21]1[CH:20]=[CH:26][C:19]2[C:2](=[CH:3][C:4]3[CH2:5][C@:6]4([C:14]5[C:9](=[N:10][CH:11]=[CH:12][CH:13]=5)[NH:8][C:7]4=[O:15])[CH2:16][C:17]=3[CH:18]=2)[N:1]=1 |f:4.5,6.7|. Procedure details: (S)-5-Amino-1,3-dihydrospiro[indene-2,3′-pyrrolo[2,3-b]pyridin]-2′(1′H)-one (6.10 g, 24.3 mmol, described in Intermediate 3) and p-chloranil (5.97 g, 24.3 mmol) were suspended in a mixture of 1-BuOH (6 mL) and conc. hydrochloric acid (6 mL, 73 mmol), and the mixture was heated to reflux. Crotonaldehyde (2.04 g, 29.1 mmol) in 1-BuOH (4 mL) was added dropwise over 20 min. After a further 20 min at reflux, the mixture was allowed to cool to ambient temperature, 10 N NaOH (7.3 mL, 73 mmol) was added... Starting materials: BrC=1C=C(C=CC1[N+](=O)[O-])N1C[C@H](CC1)NC(OC(C)(C)C)=O ((S)-tert-butyl 1-(3-bromo-4-nitrophenyl)pyrrolidin-3-ylcarbamate), [Cl-].[NH4+] (ammonium chloride). Reagents/catalysts: [Fe] (iron). The solvent is C(C)O (ethanol), O (water). Product: NC1=C(C=C(C=C1)N1C[C@H](CC1)NC(OC(C)(C)C)=O)Br ((S)-tert-Butyl 1-(4-Amino-3-bromophenyl)pyrrolidin-3-ylcarbamate). Yield: 99.3%. As a reaction SMILES: [Br:1][C:2]1[CH:3]=[C:4]([N:11]2[CH2:15][CH2:14][C@H:13]([NH:16][C:17](=[O:23])[O:18][C:19]([CH3:22])([CH3:21])[CH3:20])[CH2:12]2)[CH:5]=[CH:6][C:7]=1[N+:8]([O-])=O.[Cl-].[NH4+]>C(O)C.O.[Fe]>[NH2:8][C:7]1[CH:6]=[CH:5][C:4]([N:11]2[CH2:15][CH2:14][C@H:13]([NH:16][C:17](=[O:23])[O:18][C:19]([CH3:20])([CH3:21])[CH3:22])[CH2:12]2)=[CH:3][C:2]=1[Br:1] |f:1.2|. Procedure: A solution of (S)-tert-butyl 1-(3-bromo-4-nitrophenyl)pyrrolidin-3-ylcarbamate (2.5 g, 6.5 mmol), ammonium chloride (380 mg, 7.1 mmol), and iron (1.8 g, 32 mmol) in ethanol (20 mL) and water (10 mL) was heated to reflux for 1 h. The reaction mixture was cooled to room temperature and filtered through diatomaceous earth. The filtrate was concentrated to afford the desired product (2.3 g, >99%) as a blue solid: ESI MS m/z 357 [C15H22BrN3O2+H]+. Reactants: CC(C)S(=O)(=O)Cl, ClCCl, CC1(C)CC(c2cccc(N)c2)Nc2ccc(C#N)cc21, c1ccncc1. The product is CC(C)S(=O)(=O)Nc1cccc(C2CC(C)(C)c3cc(C#N)ccc3N2)c1. Reaction SMILES: [CH3:1][CH:2]([CH3:3])[S:4](=[O:5])(=[O:6])[Cl:7].[Cl:35][CH2:36][Cl:37].[NH2:8][c:9]1[cH:10][c:11]([CH:15]2[NH:16][c:17]3[cH:18][cH:19][c:20]([C:27]#[N:28])[cH:21][c:22]3[C:23]([CH3:25])([CH3:26])[CH2:24]2)[cH:12][cH:13][cH:14]1.[cH:29]1[cH:30][cH:31][n:32][cH:33][cH:34]1>>[CH3:1][CH:2]([CH3:3])[S:4](=[O:5])(=[O:6])[NH:8][c:9]1[cH:10][c:11]([CH:15]2[NH:16][c:17]3[cH:18][cH:19][c:20]([C:27]#[N:28])[cH:21][c:22]3[C:23]([CH3:25])([CH3:26])[CH2:24]2)[cH:12][cH:13][cH:14]1.